This data is from the Open Reaction Database (ORD), a public repository of structured organic reaction records. The task is: describe an organic reaction: reactants, conditions, products, and yield The reactants are COC(=O)C=1C=C(C=C2C1CC(O2)C)OC (2,3-dihydro-6-methoxy-2-methyl-4-benzofurancarboxylic acid methyl ester), [OH-].[Na+] (sodium hydroxide). Solvent: O (water), C(C)O (ethanol). The product is COC=1C=C2C(CC(O2)C)=C(C1)C(=O)O (2,3-dihydro-6-methoxy-2-methyl-4-benzofurancarboxylic acid). RXN SMILES: C[O:2][C:3]([C:5]1[CH:6]=[C:7]([O:15][CH3:16])[CH:8]=[C:9]2[O:13][CH:12]([CH3:14])[CH2:11][C:10]=12)=[O:4].[OH-].[Na+]>O.C(O)C>[CH3:16][O:15][C:7]1[CH:8]=[C:9]2[O:13][CH:12]([CH3:14])[CH2:11][C:10]2=[C:5]([C:3]([OH:4])=[O:2])[CH:6]=1 |f:1.2|. Procedure details: To a stirred mixture of 158 grams of 2,3-dihydro-6-methoxy-2-methyl-4-benzofurancarboxylic acid methyl ester and 88.5 grams of flake sodium hydroxide in 320 cc of water, ethanol is gradually added until a clear solution is obtained. Reactants: CN(C=CC(=O)C=1C=NC=CC1)C (3-dimethylamino-1-(3-pyridyl)-2-propen-1-one), NC1=NNC(=C1C(=O)OCC)C (ethyl 3-amino-5-methylpyrazole-4-carboxylate). Run in C(C)(=O)O (acetic acid). Product: C(C)OC(=O)C=1C(=NN2C1N=CC=C2C=2C=NC=CC2)C (2-Methyl-7-(3-pyridyl)pyrazolo[1,5-a]pyrimidine-3-carboxylic acid ethyl ester). As a reaction SMILES: C[N:2]([CH3:13])[CH:3]=[CH:4][C:5]([C:7]1[CH:8]=[N:9][CH:10]=[CH:11][CH:12]=1)=O.NC1[C:19]([C:20]([O:22][CH2:23][CH3:24])=[O:21])=[C:18]([CH3:25])[NH:17][N:16]=1>C(O)(=O)C>[CH2:23]([O:22][C:20]([C:19]1[C:18]([CH3:25])=[N:17][N:16]2[C:5]([C:7]3[CH:8]=[N:9][CH:10]=[CH:11][CH:12]=3)=[CH:4][CH:3]=[N:2][C:13]=12)=[O:21])[CH3:24]. Procedure: A mixture of 9.09 g. of 3-dimethylamino-1-(3-pyridyl)-2-propen-1-one and 2.54 g. of ethyl 3-amino-5-methylpyrazole-4-carboxylate in 25 ml. of glacial acetic acid is refluxed for 16 hours. The solvent is removed and the residue in dichloromethane is washed with saturated sodium bicarbonate solution. The dichloromethane solution is passed through a column of hydrous magnesium silicate. The eluent is concentrated and hexane added to give 3.1 g. of the product of the example, m.p. 145°-146° C. Reactants: OCC1=C2C=CNC2=CC=C1 (4-Hydroxymethylindole), C(C)(=O)OC(C)=O (acetic anhydride), C([O-])(O)=O.[Na+] (sodium bicarbonate), Cl (hydrochloric acid). The solvent is N1=CC=CC=C1 (pyridine), CCOCC (ether), O (water). The product is C(C)(=O)OCC1=C2C=CNC2=CC=C1 (4-Acetoxymethylindole). RXN SMILES: [OH:1][CH2:2][C:3]1[CH:11]=[CH:10][CH:9]=[C:8]2[C:4]=1[CH:5]=[CH:6][NH:7]2.[C:12](OC(=O)C)(=[O:14])[CH3:13].Cl.C(=O)(O)[O-].[Na+]>N1C=CC=CC=1.O.CCOCC>[C:12]([O:1][CH2:2][C:3]1[CH:11]=[CH:10][CH:9]=[C:8]2[C:4]=1[CH:5]=[CH:6][NH:7]2)(=[O:14])[CH3:13] |f:3.4|. Reported procedure: 4-Hydroxymethylindole (17 g) is heated in pyridine (12 ml) with acetic anhydride (11.9 ml) for three hours on the steam bath. After dilution with ether, the reaction mixture is first shaken out with 1N hydrochloric acid, then with saturated sodium bicarbonate solution and finally with water. The ether solution is evaporated. 20 g of 4-acetoxymethylindole remains. Starting materials: N (ammonia), [Na] (sodium), C(C1=CC=CC=C1)N1C=CC2=C1N=CN=C2OC2CCCCC2 (7-Benzyl4-cyclohexyloxy-7H-pyrrolo[2,3-d]pyrimidine). The solvent is CCOCC (ether). Run at temperature -78 celsius. Product: C1(CCCCC1)OC=1C2=C(N=CN1)NC=C2 (4-Cyclohexyloxy-7H-pyrrolo[2,3-d]pyrimidine). The yield is 9.4%. As a reaction SMILES: N.[Na].C([N:10]1[C:14]2[N:15]=[CH:16][N:17]=[C:18]([O:19][CH:20]3[CH2:25][CH2:24][CH2:23][CH2:22][CH2:21]3)[C:13]=2[CH:12]=[CH:11]1)C1C=CC=CC=1>CCOCC>[CH:20]1([O:19][C:18]2[C:13]3[CH:12]=[CH:11][NH:10][C:14]=3[N:15]=[CH:16][N:17]=2)[CH2:21][CH2:22][CH2:23][CH2:24][CH2:25]1 |^1:1|. Procedure details: To liquid ammonia (6.0 mL) at −78° C. was added 33 mg (1.43 mmol) sodium metal and the resulting dark blue solution stirred at −78° C. 10 min. A solution of 75 mg (0.244 mmol) of the product from Method M in 3.0 mL of ether was added dropwise over a 5 min period. The resulting solution stirred at −78° C. for 1 h followed by quenching upon addition of 500 mg of solid ammonium chloride. After evaporation at room temperature, the residual solid was triturated with 25 mL of ethylacetate containing 1... Starting materials: BrCC(=O)OC(C)(C)C (tert-butyl bromoacetate), [Cl-].[NH4+] (ammonium chloride), C(C1=CC=CC=C1)N1CC(C(C1)C)C(=O)OCC1=CC=CC=C1 (Benzyl (3RS,4SR)-1-benzyl-4-methylpyrrolidine-3-carboxylate), C(C)(C)[N-]C(C)C.[Li+].CCCCCC.O1CCCC1 (lithium diisopropylamide n-hexane tetrahydrofuran). Run in O1CCCC1 (tetrahydrofuran), O1CCCC1 (tetrahydrofuran), O (water), C(C)(=O)OCC (ethyl acetate). Run at temperature -70 celsius. Yields the product C(C1=CC=CC=C1)N1CC(C(C1)C)(C(=O)OCC1=CC=CC=C1)CC(=O)OC(C)(C)C (Benzyl (3RS,4SR)-1-benzyl-3-[2-(tert-butoxy)-2-oxoethyl]-4-methylpyrrolidine-3-carboxylate). The yield is 14.5%. RXN SMILES: [CH2:1]([N:8]1[CH2:12][CH:11]([CH3:13])[CH:10]([C:14]([O:16][CH2:17][C:18]2[CH:23]=[CH:22][CH:21]=[CH:20][CH:19]=2)=[O:15])[CH2:9]1)[C:2]1[CH:7]=[CH:6][CH:5]=[CH:4][CH:3]=1.C([N-]C(C)C)(C)C.[Li+].CCCCCC.O1CCCC1.Br[CH2:44][C:45]([O:47][C:48]([CH3:51])([CH3:50])[CH3:49])=[O:46].[Cl-].[NH4+]>O1CCCC1.O.C(OCC)(=O)C>[CH2:1]([N:8]1[CH2:12][CH:11]([CH3:13])[C:10]([CH2:44][C:45]([O:47][C:48]([CH3:51])([CH3:50])[CH3:49])=[O:46])([C:14]([O:16][CH2:17][C:18]2[CH:23]=[CH:22][CH:21]=[CH:20][CH:19]=2)=[O:15])[CH2:9]1)[C:2]1[CH:3]=[CH:4][CH:5]=[CH:6][CH:7]=1 |f:1.2.3.4,6.7|. Procedure: Benzyl (3RS,4SR)-1-benzyl-4-methylpyrrolidine-3-carboxylate obtained in Example 1f (30 g, 97.4 mmol) was dissolved in tetrahydrofuran (300 ml), which was cooled to −70° C. with stirring under nitrogen. A 1.11M lithium diisopropylamide/n-hexane-tetrahydrofuran solution (105 ml, 116 mmol) was added dropwise over 20 minutes so that the internal temperature did not exceed −64.3° C. The mixture was stirred at −70° C. for 1 hour, and tetrahydrofuran (30 ml) and tert-butyl bromoacetate (26.6 g, 136 mmo... Reactants: Cl (HCl), BrC1=CC(=C(OCCN(C)C)C=C1)C1OCCCO1 ([2-(4-bromo-2-[1,3]dioxan-2-yl-phenoxy)-ethyl]-dimethyl-amine), [Li]CCCC (n-BuLi), B(OC(C)C)(OC(C)C)OC(C)C (triisopropyl borate), C(=O)([O-])[O-].[Na+].[Na+] (Na2CO3). Run in C1CCOC1 (THF). Run at time 30 minute. Product: CN(CCOC1=C(C=C(C=C1)B(O)O)C=O)C (4-(2-Dimethylamino-ethoxy)-3-formyl-benzeneboronic acid). Reaction SMILES: Br[C:2]1[CH:13]=[CH:12][C:5]([O:6][CH2:7][CH2:8][N:9]([CH3:11])[CH3:10])=[C:4]([CH:14]2[O:19]CCCO2)[CH:3]=1.[Li]CCCC.[B:25](OC(C)C)([O:30]C(C)C)[O:26]C(C)C.Cl.C([O-])([O-])=O.[Na+].[Na+]>C1COCC1>[CH3:10][N:9]([CH3:11])[CH2:8][CH2:7][O:6][C:5]1[CH:12]=[CH:13][C:2]([B:25]([OH:30])[OH:26])=[CH:3][C:4]=1[CH:14]=[O:19] |f:4.5.6|. Procedure: A stirred solution of [2-(4-bromo-2-[1,3]dioxan-2-yl-phenoxy)-ethyl]-dimethyl-amine (15 mmol) in dry THF (100 mL) was cooled to −78° C. and added n-BuLi (16.5 mmol) dropwise. The reaction was left for 30 min at −78° C. and added triisopropyl borate (22.5 mmol). The reaction was heated to room temperature, was added 2M HCl (aq, 50 mL) and was left for an additional, hour. The mixture was added 1M Na2CO3 to neutral pH and was extracted with EtOAc. The organic phase was washed with water, dried (Na...